From a dataset of the Open Reaction Database (ORD), a public repository of structured organic reaction records. describe an organic reaction: reactants, conditions, products, and yield Starting materials: C1CCNCC1, CCO, O=Cc1ccc(B(O)O)o1, O=C1Cc2cc(Cl)ccc2N1. Yields the product O=C1Nc2ccc(Cl)cc2C1=Cc1ccc(B(O)O)o1. RXN SMILES: [CH2:22]1[CH2:23][CH2:24][NH:25][CH2:26][CH2:27]1.[CH3:28][CH2:29][OH:30].[CH:12](=[O:13])[c:14]1[cH:15][cH:16][c:17]([B:19]([OH:20])[OH:21])[o:18]1.[Cl:1][c:2]1[cH:3][c:4]2[c:8]([cH:9][cH:10]1)[NH:7][C:6](=[O:11])[CH2:5]2>>[Cl:1][c:2]1[cH:3][c:4]2[c:8]([cH:9][cH:10]1)[NH:7][C:6](=[O:11])[C:5]2=[CH:12][c:14]1[cH:15][cH:16][c:17]([B:19]([OH:20])[OH:21])[o:18]1. Starting materials: C(C)C1(C(N(C2=CC=C(C=C12)[N+](=O)[O-])C(C)C)=O)CC (3,3-diethyl-1-isopropyl-5-nitro-1,3-dihydro-indol-2-one). The reagents and catalysts are [Pd] (palladium on charcoal). The solvent is CO.O1CCCC1 (methanol tetrahydrofuran). Reaction conditions: time 4 hour. The product is NC=1C=C2C(C(N(C2=CC1)C(C)C)=O)(CC)CC (5-amino-3,3-diethyl-1-isopropyl-1,3-dihydro-indol-2-one). The yield is 86.3%. RXN SMILES: [CH2:1]([C:3]1([CH2:19][CH3:20])[C:11]2[C:6](=[CH:7][CH:8]=[C:9]([N+:12]([O-])=O)[CH:10]=2)[N:5]([CH:15]([CH3:17])[CH3:16])[C:4]1=[O:18])[CH3:2]>CO.O1CCCC1.[Pd]>[NH2:12][C:9]1[CH:10]=[C:11]2[C:6](=[CH:7][CH:8]=1)[N:5]([CH:15]([CH3:16])[CH3:17])[C:4](=[O:18])[C:3]2([CH2:19][CH3:20])[CH2:1][CH3:2] |f:1.2|. Procedure details: To a solution of 3,3-diethyl-1-isopropyl-5-nitro-1,3-dihydro-indol-2-one (12.6 g, 45.60 mmol) in methanol/tetrahydrofuran (THF) (1:1, 80 ml) palladium on charcoal (10%, 1.2 g) was added and the mixture hydrogenated at room temperature for 4 h. After filtration of the catalyst the solvent was evaporated and the residue triturated with iso-hexane to yield 9.7 g 5-amino-3,3-diethyl-1-isopropyl-1,3-dihydro-indol-2-one (39.37 mmol, 86%). Reactants: C([O-])([O-])=O.[K+].[K+] (potassium carbonate), C1[C@@H]2N(C1=O)[C@H](/C(=C/CO)/O2)C(=O)O (clavulanic acid), heptakis-(2,3,6-tri-O-acetyl)-β-CD, methyl-β-CD. Reaction conditions: time 5 minute. Yields the product C1[C@@H]2N(C1=O)[C@H](/C(=C/CO)/O2)C(=O)[O-].[K+] (potassium clavulanate). The yield is 91.9%. Reaction SMILES: [CH2:1]1[C:4](=[O:5])[N:3]2[C@@H:6]([C:12]([OH:14])=[O:13])/[C:7](/[O:11][C@H:2]12)=[CH:8]/[CH2:9][OH:10].C(=O)([O-])[O-].[K+:19].[K+]>>[CH2:1]1[C:4](=[O:5])[N:3]2[C@@H:6]([C:12]([O-:14])=[O:13])/[C:7](/[O:11][C@H:2]12)=[CH:8]/[CH2:9][OH:10].[K+:19] |f:1.2.3,4.5|. Procedure: The inclusion complex (100 g) of clavulanic acid with heptakis-(2,3,6-tri-O-acetyl)-β-CD, which was prepared in the same way as in Example 4, was suspended in a 3% aqueous potassium carbonate solution (200 ml), in which methyl-β-CD (53.6 g, 40.9 mmol) was dissolved. The suspension was stirred for 5 min at ambient temperature, the solid particles were filtered off and the filtrate was frozen in liquid nitrogen and then freeze-dried. There was obtained a yellowish microcrystalline inclusion comple... Starting materials: CN1CCCC1=O, C[Si](C)(C)C(F)(F)F, Clc1ccc(I)nc1, [Cu]I, [F-], [K+]. Product: FC(F)(F)c1ccc(Cl)cn1. RXN SMILES: [CH3:19][N:20]1[CH2:21][CH2:22][CH2:23][C:24]1=[O:25].[CH3:3][Si:4]([C:5]([F:6])([F:7])[F:8])([CH3:9])[CH3:10].[Cl:11][c:12]1[cH:13][cH:14][c:15]([I:18])[n:16][cH:17]1.[Cu:26][I:27].[F-:1].[K+:2]>>[C:5]([F:6])([F:7])([F:8])[c:15]1[cH:14][cH:13][c:12]([Cl:11])[cH:17][n:16]1. Reactants: CC1=C(N=C(N1)C1=CC=C(C=C1)[N+](=O)[O-])CO (5-methyl-2-(p-nitrophenyl)-4-imidazole methanol), [N+](=O)(O)[O-] (nitric acid). Solvent: O (water). Reaction conditions: temperature 50 celsius, time 3 hour. The product is CC1=C(N=C(N1)C1=CC=C(C=C1)[N+](=O)[O-])C=O (5-methyl-2-(p-nitrophenyl)-4-imidazolecarboxaldehyde). Isolated yield 91.7%. Reaction SMILES: [CH3:1][C:2]1[NH:6][C:5]([C:7]2[CH:12]=[CH:11][C:10]([N+:13]([O-:15])=[O:14])=[CH:9][CH:8]=2)=[N:4][C:3]=1[CH2:16][OH:17].[N+]([O-])(O)=O>O>[CH3:1][C:2]1[NH:6][C:5]([C:7]2[CH:8]=[CH:9][C:10]([N+:13]([O-:15])=[O:14])=[CH:11][CH:12]=2)=[N:4][C:3]=1[CH:16]=[O:17]. Reported procedure: A mixture of 5-methyl-2-(p-nitrophenyl)-4-imidazole methanol (2.9 g, 0.012 mole) and 70% nitric acid (20 ml) is stirred at 50° C. for 3 hours, followed by dilution with water and neutralization with base. The precipitated yellow solid is collected by filtration to yield 2.4 g. (0.011 mole) of title product, dec >270° C. Reactants: N1(C=NC=C1)C1=C(C2=C(O1)C(=C(C=C2)OC)O)C(C2=CC(=C(C(=C2)OC)OC)OC)=O (2-(N-imidazolyl)-7-hydroxy-3-(3,4,5-trimethoxybenzoyl)-6-methoxy-benzo[b]furan), N1C=NC=C1 (imidazole), N1=CC=CC=C1 (pyridine), N1N=CC=C1 (pyrazole). Run in C(C)N(CC)CC (triethylamine), C1(=CC=CC=C1)C (toluene), C1CCOC1 (THF). The product is N1(N=CC=C1)C1=C(C2=C(O1)C(=C(C=C2)OC)O)C(C2=CC(=C(C(=C2)OC)OC)OC)=O (2-(N-pyrazolyl)-7-hydroxy-3-(3,4,5-trimethoxybenzoyl)-6-methoxy-benzo[b]furan). Reaction SMILES: [N:1]1([C:6]2[O:10][C:9]3[C:11]([OH:17])=[C:12]([O:15][CH3:16])[CH:13]=[CH:14][C:8]=3[C:7]=2[C:18](=[O:31])[C:19]2[CH:24]=[C:23]([O:25][CH3:26])[C:22]([O:27][CH3:28])=[C:21]([O:29][CH3:30])[CH:20]=2)C=CN=[CH:2]1.[N:32]1C=CC=[CH:34][CH:33]=1.N1C=CC=N1.N1C=CN=C1>C(N(CC)CC)C.C1COCC1.C1(C)C=CC=CC=1>[N:1]1([C:6]2[O:10][C:9]3[C:11]([OH:17])=[C:12]([O:15][CH3:16])[CH:13]=[CH:14][C:8]=3[C:7]=2[C:18](=[O:31])[C:19]2[CH:24]=[C:23]([O:25][CH3:26])[C:22]([O:27][CH3:28])=[C:21]([O:29][CH3:30])[CH:20]=2)[CH:2]=[CH:34][CH:33]=[N:32]1. Procedure: This material was prepared according to the procedure outlined above for 2-(N-imidazolyl)-7-hydroxy-3-(3,4,5-trimethoxybenzoyl)-6-methoxy-benzo[b]furan (entry 27, Table 1), above, except pyridine was used as the solvent in place of toluene, THF and triethylamine and pyrazole was used as the nucleophile in place of imidazole. 1H NMR (300 MHz, CDCl3) δ 7.82 (d, 1H, J=2.55 Hz), 7.65 (d, 1H, J=1.51 Hz), 7.18 (d, 1H, J=8.57 Hz), 7.01 (s, 2H, benzoyl Hs), 6.96 (d, 1H, J=8.61 Hz), 6.30 (t, 1H, J=1.88 H...